From a dataset of the Open Reaction Database (ORD), a public repository of structured organic reaction records. describe an organic reaction: reactants, conditions, products, and yield Reactants: CC1(C)OB(c2ccc(Nc3nc4cc(OC(F)(F)F)ccc4o3)cc2)OC1(C)C, COCCOC, CN1CCN(C2CCC(n3nc(I)c4c(N)ncnc43)CC2)CC1, [Na+], [Na+], O=C([O-])[O-], O, c1ccc(P(c2ccccc2)(c2ccccc2)[Pd](P(c2ccccc2)(c2ccccc2)c2ccccc2)(P(c2ccccc2)(c2ccccc2)c2ccccc2)P(c2ccccc2)(c2ccccc2)c2ccccc2)cc1. Yields the product CN1CCN(C2CCC(n3nc(-c4ccc(Nc5nc6cc(OC(F)(F)F)ccc6o5)cc4)c4c(N)ncnc43)CC2)CC1. RXN SMILES: [CH3:25][C:26]1([CH3:27])[C:28]([CH3:29])([CH3:30])[O:31][B:32]([c:33]2[cH:34][cH:35][c:36]([NH:39][c:40]3[o:41][c:42]4[c:43]([n:44]3)[cH:45][c:46]([O:49][C:50]([F:51])([F:52])[F:53])[cH:47][cH:48]4)[cH:37][cH:38]2)[O:54]1.[CH3:61][O:62][CH2:63][CH2:64][O:65][CH3:66].[I:1][c:2]1[n:3][n:4]([CH:12]2[CH2:13][CH2:14][CH:15]([N:18]3[CH2:19][CH2:20][N:21]([CH3:24])[CH2:22][CH2:23]3)[CH2:16][CH2:17]2)[c:5]2[n:6][cH:7][n:8][c:9]([NH2:11])[c:10]12.[Na+:55].[Na+:56].[O-:57][C:58](=[O:59])[O-:60].[OH2:67].[cH:68]1[cH:69][cH:70][c:71]([P:72]([Pd:73]([P:74]([c:75]2[cH:76][cH:77][cH:78][cH:79][cH:80]2)([c:81]2[cH:82][cH:83][cH:84][cH:85][cH:86]2)[c:87]2[cH:88][cH:89][cH:90][cH:91][cH:92]2)([P:93]([c:94]2[cH:95][cH:96][cH:97][cH:98][cH:99]2)([c:100]2[cH:101][cH:102][cH:103][cH:104][cH:105]2)[c:106]2[cH:107][cH:108][cH:109][cH:110][cH:111]2)[P:112]([c:113]2[cH:114][cH:115][cH:116][cH:117][cH:118]2)([c:119]2[cH:120][cH:121][cH:122][cH:123][cH:124]2)[c:125]2[cH:126][cH:127][cH:128][cH:129][cH:130]2)([c:131]2[cH:132][cH:133][cH:134][cH:135][cH:136]2)[c:137]2[cH:138][cH:139][cH:140][cH:141][cH:142]2)[cH:143][cH:144]1>>[c:2]1(-[c:33]2[cH:34][cH:35][c:36]([NH:39][c:40]3[o:41][c:42]4[c:43]([n:44]3)[cH:45][c:46]([O:49][C:50]([F:51])([F:52])[F:53])[cH:47][cH:48]4)[cH:37][cH:38]2)[n:3][n:4]([CH:12]2[CH2:13][CH2:14][CH:15]([N:18]3[CH2:19][CH2:20][N:21]([CH3:24])[CH2:22][CH2:23]3)[CH2:16][CH2:17]2)[c:5]2[n:6][cH:7][n:8][c:9]([NH2:11])[c:10]12. Reactants: IC1=CC=C(C=C1)I (1,4-diiodobenzene), [Li]CCCC (n-BuLi), O1CCOC12CCC(CC2)=O (1,4-dioxa-spiro[4.5]decan-8-one), C[Si](C)(C)Cl (TMSCl). Solvent: C1CCOC1 (THF), C1CCOC1 (THF). Conditions: time 30 minute. The product is IC1=CC=C(C=C1)C1(CCC2(OCCO2)CC1)O (8-(4-Iodo-phenyl)-1,4-dioxa-spiro[4.5]decan-8-ol). Isolated yield 66.6%. RXN SMILES: I[C:2]1[CH:7]=[CH:6][C:5]([I:8])=[CH:4][CH:3]=1.[Li]CCCC.[O:14]1[C:18]2([CH2:23][CH2:22][C:21](=[O:24])[CH2:20][CH2:19]2)[O:17][CH2:16][CH2:15]1.C[Si](Cl)(C)C>C1COCC1>[I:8][C:5]1[CH:6]=[CH:7][C:2]([C:21]2([OH:24])[CH2:22][CH2:23][C:18]3([O:17][CH2:16][CH2:15][O:14]3)[CH2:19][CH2:20]2)=[CH:3][CH:4]=1. Procedure details: To a solution of 1,4-diiodobenzene (16.5 g, 50 mmol) in THF (350 mL) at −78° C. was added n-BuLi (2.5 M, 24 mL) over 1 hour. After being stirred for an additional 30 minutes, a solution of 1,4-dioxa-spiro[4.5]decan-8-one (7.8 g, 50 mmol) in THF (30 mL) was added in and the resulting mixture was stirred for 3 hours. To the mixture was added TMSCl (5.4 g, 50 mmol) and the resulting mixture was allowed to warm to rt and stirred at rt for 18 hours. The reaction mixture was neutralized to pH 6.0, and... Reactants: C(C)(C)(C)OC(N[C@@H](C(=O)N1CC2(C(CN(C2=O)C)C2=CC=CC=C2)CCC1)COCC1=CC=C(C=C1)F)=O ([(R)-1-(4-Fluoro-benzyloxymethyl)-2-(2-methyl-1-oxo-4-phenyl-2,7-diaza-spiro[4.5]dec-7-yl)-2-oxo-ethyl]-carbamic acid tert-butyl ester), C(=O)(C(F)(F)F)O (TFA). The solvent is C(Cl)Cl (DCM), C(Cl)Cl (DCM). Reaction conditions: time 2 hour. Yields the product N[C@@H](C(=O)N1CC2(C(CN(C2=O)C)C2=CC=CC=C2)CCC1)COCC1=CC=C(C=C1)F (7-[(R)-2-Amino-3-(4-fluoro-benzyloxy)-propionyl]-2-methyl-4-phenyl-2,7-diaza-spiro[4.5]decan-1-one). Reaction SMILES: C(OC(=O)[NH:7][C@H:8]([CH2:29][O:30][CH2:31][C:32]1[CH:37]=[CH:36][C:35]([F:38])=[CH:34][CH:33]=1)[C:9]([N:11]1[CH2:28][CH2:27][CH2:26][C:13]2([C:17](=[O:18])[N:16]([CH3:19])[CH2:15][CH:14]2[C:20]2[CH:25]=[CH:24][CH:23]=[CH:22][CH:21]=2)[CH2:12]1)=[O:10])(C)(C)C.C(O)(C(F)(F)F)=O>C(Cl)Cl>[NH2:7][C@H:8]([CH2:29][O:30][CH2:31][C:32]1[CH:33]=[CH:34][C:35]([F:38])=[CH:36][CH:37]=1)[C:9]([N:11]1[CH2:28][CH2:27][CH2:26][C:13]2([C:17](=[O:18])[N:16]([CH3:19])[CH2:15][CH:14]2[C:20]2[CH:21]=[CH:22][CH:23]=[CH:24][CH:25]=2)[CH2:12]1)=[O:10]. Procedure: A solution of [(R)-1-(4-Fluoro-benzyloxymethyl)-2-(2-methyl-1-oxo-4-phenyl-2,7-diaza-spiro[4.5]dec-7-yl)-2-oxo-ethyl]-carbamic acid tert-butyl ester (diastereomer 2 from step 1) (185 mg, 0.34 mmol) in DCM (4 ml) was treated with TFA (0.79 ml, 10.3 mmol). The resulting solution was stirred for 2 h at RT. The reaction mixture was diluted with DCM (20 ml) and quenched at 0° C. with 2M NaOH aqueous solution (10 ml). The organic phase was separated, washed with brine (5 ml), dried (MgSO4) and concent... Reactants: Br, CN, CCO, COC(=O)c1c(C)nsc1NC(=O)Oc1ccccc1, O. Product: CNC(=O)Nc1snc(C)c1C(=O)OC. Reaction SMILES: [BrH:3].[CH3:1][NH2:2].[CH3:24][CH2:25][OH:26].[CH3:4][O:5][C:6](=[O:7])[c:8]1[c:9]([CH3:23])[n:10][s:11][c:12]1[NH:13][C:14]([O:16][c:15]1[cH:17][cH:18][cH:19][cH:20][cH:21]1)=[O:22].[OH2:27]>>[CH3:1][NH:2][C:14]([NH:13][c:12]1[c:8]([C:6]([O:5][CH3:4])=[O:7])[c:9]([CH3:23])[n:10][s:11]1)=[O:16].